Dataset: the Open Reaction Database (ORD), a public repository of structured organic reaction records. Task: describe an organic reaction: reactants, conditions, products, and yield Reaction conditions: temperature 185 celsius, time 3 hour. RXN SMILES: [CH2:1](N(CC)C1C=CC=CC=1)C.[F:12][C:13]1[CH:18]=[C:17]([F:19])[CH:16]=[C:15]([O:20][CH2:21][C:22]#C)[C:14]=1[N:24]1[C:29](=[O:30])[CH:28]=[C:27]([C:31]([F:34])([F:33])[F:32])[N:26]([CH3:35])[C:25]1=[O:36].[F-].[Cs+]>O>[F:19][C:17]1[C:16]2[CH:22]=[C:21]([CH3:1])[O:20][C:15]=2[C:14]([N:24]2[C:29](=[O:30])[CH:28]=[C:27]([C:31]([F:32])([F:34])[F:33])[N:26]([CH3:35])[C:25]2=[O:36])=[C:13]([F:12])[CH:18]=1 |f:2.3|. Procedure details: 100 ml of N,N-diethylaniline was added to 4.7 g (13 mmol) of 3-(2,4-difluoro-6-propargyloxyphenyl)-1-methyl-6-trifluoromethyluracil and 5.9 g (39 mmol) of cesium fluoride, followed by stirring at 180 to 190° C. for 3 hours. After completion of the reaction, the reaction solution was poured into water and extracted with ethyl acetate. The organic layer was washed sequentially with a 10% hydrochloric acid aqueous solution, water and a saturated sodium chloride aqueous solution, and then dried over... The yield is 21.3%. Reactants: C(C)N(C1=CC=CC=C1)CC (N,N-diethylaniline), FC1=C(C(=CC(=C1)F)OCC#C)N1C(N(C(=CC1=O)C(F)(F)F)C)=O (3-(2,4-difluoro-6-propargyloxyphenyl)-1-methyl-6-trifluoromethyluracil), [F-].[Cs+] (cesium fluoride). The solvent is O (water). Product: FC1=CC(=C(C2=C1C=C(O2)C)N2C(N(C(=CC2=O)C(F)(F)F)C)=O)F (3-(4,6-difluoro-2-methylbenzofuran-7-yl)-1-methyl-6-trifluoromethyluracil). Starting materials: C=CCN.C1C(O1)CCl.Cl (sevelamer hydrochloride), [OH-].[Na+] (sodium hydroxide), O (water). Conditions: temperature 36 celsius, time 3 hour. Yields the product C=CC[NH3+].C1C(O1)CCl.C(=O)(O)[O-].C([O-])(O)=O (Sevelamer carbonate bicarbonate). RXN SMILES: [CH2:1]=[CH:2][CH2:3][NH2:4].[CH2:5]1[O:7][CH:6]1[CH2:8][Cl:9].Cl.[OH-:11].[Na+].[OH2:13]>>[CH2:1]=[CH:2][CH2:3][NH3+:4].[CH2:5]1[O:7][CH:6]1[CH2:8][Cl:9].[C:5]([O-:7])([OH:13])=[O:11].[C:5](=[O:7])([OH:13])[O-:11] |f:0.1.2,3.4,6.7.8.9|. Procedure: 1.4 kg of water is loaded into a 2 liter glass reactor. The temperature is set to 35° C. and 100 g of sevelamer hydrochloride is added in portions, stirring the mixture. A solution of 30% sodium hydroxide is then added until pH 12 is reached (around 71 g). The suspension is maintained at 35-37° C. under stirring for 40 minutes and then filtered, the wet solid is resuspended in 800 ml of distilled water and stirred for two hours at room temperature. The solid is then filtered and washed with dist... The reactants are CN(C)CCCl, CN(C)C=O, [H-], [Na+], O, O=[N+]([O-])c1ccc2c(c1)C(c1ccccc1)=NCC(=S)N2. Yields the product CN(C)CCSC1=Nc2ccc([N+](=O)[O-])cc2C(c2ccccc2)=NC1. RXN SMILES: [CH3:24][N:25]([CH3:26])[CH2:27][CH2:28][Cl:29].[CH3:31][N:32]([CH3:33])[CH:34]=[O:35].[H-:22].[Na+:23].[OH2:30].[c:1]1([C:7]2=[N:8][CH2:9][C:10](=[S:21])[NH:11][c:12]3[c:13]2[cH:14][c:15]([N+:18](=[O:19])[O-:20])[cH:16][cH:17]3)[cH:2][cH:3][cH:4][cH:5][cH:6]1>>[c:1]1([C:7]2=[N:8][CH2:9][C:10]([S:21][CH2:28][CH2:27][N:25]([CH3:24])[CH3:26])=[N:11][c:12]3[c:13]2[cH:14][c:15]([N+:18](=[O:19])[O-:20])[cH:16][cH:17]3)[cH:2][cH:3][cH:4][cH:5][cH:6]1. Starting materials: [Na] (Sodium), C(C)(=O)NC(C(=O)OCC)C(=O)OCC (diethyl acetamidomalonate), CCO (EtOH), C(\C=C\CC)=O (trans-2-pentenal). Run at temperature 0 celsius, time 4 hour. Product: C(C)OC(=O)C1(N(C(CC1CC)O)C(C)=O)C(=O)OCC (Diethyl-1-acetyl-5-hydroxy-3-ethylpyrrolidine-2,2-dicarboxylate). As a reaction SMILES: [Na].[C:2]([NH:5][CH:6]([C:12]([O:14][CH2:15][CH3:16])=[O:13])[C:7]([O:9][CH2:10][CH3:11])=[O:8])(=[O:4])[CH3:3].[CH:17](=O)/[CH:18]=[CH:19]/CC.[CH3:23][CH2:24][OH:25]>>[CH2:10]([O:9][C:7]([C:6]1([C:12]([O:14][CH2:15][CH3:16])=[O:13])[CH:17]([CH2:18][CH3:19])[CH2:3][CH:2]([OH:4])[N:5]1[C:24](=[O:25])[CH3:23])=[O:8])[CH3:11] |^1:0|. Procedure details: Sodium (4.02 g, 0.175 mol) was dissolved in a stirred solution of diethyl acetamidomalonate (235.4 g, 1.19 mol) in abs EtOH (1.4 L) at ambient temperature under argon. The reaction mixture was cooled to 0° C., and trans-2-pentenal (100 g, 1.08 mol) was added dropwise maintaining the reaction temperature at <5° C. After the addition, the reaction was allowed to warm to room temperature, stirred for 4 h, then quenched with acetic acid (28 mL). The solution was concentrated in vacuo, and the residu... Reactants: BrCc1ccccc1, CC#N, CCOC(C)=O, CC(C)(C)OC(=O)NC(CCNc1ccc(Br)cc1)C(=O)OC1CCCC1, [K+], [K+], O=C([O-])[O-], CN(C)C=O, O. The product is CC(C)(C)OC(=O)NC(CCN(Cc1ccccc1)c1ccc(Br)cc1)C(=O)OC1CCCC1. RXN SMILES: [Br:28][CH2:29][c:30]1[cH:31][cH:32][cH:33][cH:34][cH:35]1.[CH3:42][C:43]#[N:44].[CH3:45][CH2:46][O:47][C:48]([CH3:49])=[O:50].[CH:1]1([O:6][C:7]([CH:8]([CH2:9][CH2:10][NH:11][c:12]2[cH:13][cH:14][c:15]([Br:18])[cH:16][cH:17]2)[NH:19][C:20](=[O:21])[O:22][C:23]([CH3:24])([CH3:25])[CH3:26])=[O:27])[CH2:2][CH2:3][CH2:4][CH2:5]1.[K+:36].[K+:37].[O-:38][C:39]([O-:40])=[O:41].[O:52]=[CH:53][N:54]([CH3:55])[CH3:56].[OH2:51]>>[CH:1]1([O:6][C:7]([CH:8]([CH2:9][CH2:10][N:11]([c:12]2[cH:13][cH:14][c:15]([Br:18])[cH:16][cH:17]2)[CH2:29][c:30]2[cH:31][cH:32][cH:33][cH:34][cH:35]2)[NH:19][C:20](=[O:21])[O:22][C:23]([CH3:24])([CH3:25])[CH3:26])=[O:27])[CH2:2][CH2:3][CH2:4][CH2:5]1. Starting materials: COC(C(OC)Br)=O (Bromo-methoxy-acetic acid methyl ester), [I-].[K+] (potassium iodide), CC(C)([O-])C.[K+] (potassium t-butoxide), IC=1C=NC2=CC=C(C=C2C1)O (3-iodo-quinolin-6-ol). The solvent is C(C)(C)(C)O (t-butyl alcohol), C(C)(C)(C)O (t-butyl alcohol), C(C)(C)(C)O (t-butyl alcohol), C(Cl)(Cl)Cl (chloroform). Reaction conditions: time 15 minute. Product: COC(C(OC)OC=1C=C2C=C(C=NC2=CC1)I)=O ((3-Iodo-quinolin-6-yloxy)-methoxy-acetic acid methyl ester). RXN SMILES: CC(C)([O-])C.[K+].[I:7][C:8]1[CH:9]=[N:10][C:11]2[C:16]([CH:17]=1)=[CH:15][C:14]([OH:18])=[CH:13][CH:12]=2.[CH3:19][O:20][C:21](=[O:26])[CH:22](Br)[O:23][CH3:24].[I-].[K+]>C(O)(C)(C)C.C(Cl)(Cl)Cl>[CH3:19][O:20][C:21](=[O:26])[CH:22]([O:18][C:14]1[CH:15]=[C:16]2[C:11](=[CH:12][CH:13]=1)[N:10]=[CH:9][C:8]([I:7])=[CH:17]2)[O:23][CH3:24] |f:0.1,4.5|. Procedure details: To a solution of potassium t-butoxide (1.36 g) in t-butyl alcohol (50 mL) was added a solution of 3-iodo-quinolin-6-ol (3 g) in t-butyl alcohol (5 mL). The reaction mixture was stirred at room temperature for 15 minutes. Bromo-methoxy-acetic acid methyl ester (4.0 g) and a solution of potassium iodide (catalytic quantity) in t-butyl alcohol (5 mL) were then added. The reaction mixture was stirred at room temperature for 18 hours. The mixture was poured on water and chloroform was added. The mixt... The reactants are CCC(CC)(c1ccc(C=CC2(O)CCSCC2)c(C)c1)c1ccc(-c2ccc(CC(=O)OC)cc2)c(C)c1, CO, [Na+], C1CCOC1, [OH-]. The product is CCC(CC)(c1ccc(C=CC2(O)CCSCC2)c(C)c1)c1ccc(-c2ccc(CC(=O)O)cc2)c(C)c1. Reaction SMILES: [CH3:3][O:4][C:5]([CH2:6][c:7]1[cH:8][cH:9][c:10](-[c:13]2[c:14]([CH3:40])[cH:15][c:16]([C:19]([CH2:20][CH3:21])([c:22]3[cH:23][c:24]([CH3:37])[c:25]([CH:28]=[CH:29][C:30]4([OH:36])[CH2:31][CH2:32][S:33][CH2:34][CH2:35]4)[cH:26][cH:27]3)[CH2:38][CH3:39])[cH:17][cH:18]2)[cH:11][cH:12]1)=[O:41].[CH3:47][OH:48].[Na+:2].[O:42]1[CH2:43][CH2:44][CH2:45][CH2:46]1.[OH-:1]>>[O:4]=[C:5]([CH2:6][c:7]1[cH:8][cH:9][c:10](-[c:13]2[c:14]([CH3:40])[cH:15][c:16]([C:19]([CH2:20][CH3:21])([c:22]3[cH:23][c:24]([CH3:37])[c:25]([CH:28]=[CH:29][C:30]4([OH:36])[CH2:31][CH2:32][S:33][CH2:34][CH2:35]4)[cH:26][cH:27]3)[CH2:38][CH3:39])[cH:17][cH:18]2)[cH:11][cH:12]1)[OH:41].